Dataset: the Open Reaction Database (ORD), a public repository of structured organic reaction records. Task: describe an organic reaction: reactants, conditions, products, and yield Starting materials: CC(C)=O, O=[Cr](=O)=O, O, CC(O)c1ccc2occ(C#N)c(=O)c2c1, O=S(=O)(O)O. The product is CC(=O)c1ccc2occ(C#N)c(=O)c2c1. As a reaction SMILES: [CH3:17][C:18](=[O:19])[CH3:20].[O:21]=[Cr:22](=[O:23])=[O:24].[OH2:30].[OH:1][CH:2]([CH3:3])[c:4]1[cH:5][cH:6][c:7]2[c:8]([c:9](=[O:15])[c:10]([C:13]#[N:14])[cH:11][o:12]2)[cH:16]1.[S:25](=[O:26])(=[O:27])([OH:28])[OH:29]>>[O:1]=[C:2]([CH3:3])[c:4]1[cH:5][cH:6][c:7]2[c:8]([c:9](=[O:15])[c:10]([C:13]#[N:14])[cH:11][o:12]2)[cH:16]1.